From a dataset of the Open Reaction Database (ORD), a public repository of structured organic reaction records. describe an organic reaction: reactants, conditions, products, and yield Reactants: ClCCl, CN(C)C=O, CON=C(C(=O)NC1C(=O)NC1CO)c1csc(NC(=O)CCl)n1, O=C(Cl)CCl, c1ccncc1. Product: CON=C(C(=O)NC1C(=O)NC1COC(=O)CCl)c1csc(NC(=O)CCl)n1. RXN SMILES: [CH2:36]([Cl:37])[Cl:38].[CH3:39][N:40]([CH3:41])[CH:42]=[O:43].[Cl:1][CH2:2][C:3](=[O:4])[NH:5][c:6]1[s:7][cH:8][c:9]([C:11]([C:12](=[O:13])[NH:14][CH:15]2[C:16](=[O:21])[NH:17][CH:18]2[CH2:19][OH:20])=[N:22][O:23][CH3:24])[n:10]1.[Cl:31][CH2:32][C:33](=[O:34])[Cl:35].[cH:25]1[cH:26][cH:27][n:28][cH:29][cH:30]1>>[Cl:1][CH2:2][C:3](=[O:4])[NH:5][c:6]1[s:7][cH:8][c:9]([C:11]([C:12](=[O:13])[NH:14][CH:15]2[C:16](=[O:21])[NH:17][CH:18]2[CH2:19][O:20][C:33]([CH2:32][Cl:31])=[O:34])=[N:22][O:23][CH3:24])[n:10]1. Starting materials: FC=1C=C(C=CC1F)N1N=CC(=C(C1=O)OCC[C@@H](C)O[Si](C)(C)C(C)(C)C)Br ((R)-2-(3,4-Difluorophenyl)-4-[3-(tert-butyldimethylsiloxy)-1-butoxy]-5-bromo-3(2H)-pyridazinone), CSC1=CC=C(C=C1)B(O)O (4-(methylthio)benzeneboronic acid), [O-]P(=O)([O-])[O-].[K+].[K+].[K+] (K3PO4), C(C)(C)O (isopropanol). Reagents/catalysts: Cl[Pd]([P](C1=CC=CC=C1)(C2=CC=CC=C2)C3=CC=CC=C3)([P](C4=CC=CC=C4)(C5=CC=CC=C5)C6=CC=CC=C6)Cl (PdCl2(PPh3)2). Solvent: O (water), O (water). Reaction conditions: temperature 70 celsius, time 4 hour. Product: FC=1C=C(C=CC1F)N1N=CC(=C(C1=O)OCC[C@@H](C)O[Si](C)(C)C(C)(C)C)C1=CC=C(C=C1)SC ((R)-2-(3,4-Difluorophenyl)-4-[3-(tert-butyldimethylsiloxy)-1-butoxy]-5-[4-(methylthio)phenyl]-3(2H)-pyridazinone). Reaction SMILES: [F:1][C:2]1[CH:3]=[C:4]([N:9]2[C:14](=[O:15])[C:13]([O:16][CH2:17][CH2:18][C@H:19]([O:21][Si:22]([C:25]([CH3:28])([CH3:27])[CH3:26])([CH3:24])[CH3:23])[CH3:20])=[C:12](Br)[CH:11]=[N:10]2)[CH:5]=[CH:6][C:7]=1[F:8].[CH3:30][S:31][C:32]1[CH:37]=[CH:36][C:35](B(O)O)=[CH:34][CH:33]=1.[O-]P([O-])([O-])=O.[K+].[K+].[K+].C(O)(C)C>Cl[Pd](Cl)([P](C1C=CC=CC=1)(C1C=CC=CC=1)C1C=CC=CC=1)[P](C1C=CC=CC=1)(C1C=CC=CC=1)C1C=CC=CC=1.O>[F:1][C:2]1[CH:3]=[C:4]([N:9]2[C:14](=[O:15])[C:13]([O:16][CH2:17][CH2:18][C@H:19]([O:21][Si:22]([C:25]([CH3:28])([CH3:27])[CH3:26])([CH3:24])[CH3:23])[CH3:20])=[C:12]([C:35]3[CH:36]=[CH:37][C:32]([S:31][CH3:30])=[CH:33][CH:34]=3)[CH:11]=[N:10]2)[CH:5]=[CH:6][C:7]=1[F:8] |f:2.3.4.5,^1:55,74|. Procedure: Under a nitrogen atmosphere, a mixture of the product from Example 545C (0.98 g, 2 mmol), 4-(methylthio)benzeneboronic acid (0.4 g, 2.4 mmol), K3PO4 (1.2 g, 6 mmol), PdCl2(PPh3)2 (28 mg, 0.04 mmol), isopropanol (9 mL), and water (1 mL) was stirred at 70° C. for 4 hours. The reaction mixture was then cooled to room temperature, water (30 mL) was added and stirring was continued for 2 hours. The crude black precipitate was collected by filtration then washed with water (10 mL) and hexane (10 mL). ... Reported procedure: A mixture of o-toluidine (943 mg) and 2,4-dioxopiperidine (1.0 g) was heated at 120° for 30 min. The oil was cooled, triturated with ether (30 ml) and the solvent was decanted to give the title compound (1.74 g), m.p. 155°-158°. The yield is 97.8%. As a reaction SMILES: [NH2:1][C:2]1[C:3]([CH3:8])=[CH:4][CH:5]=[CH:6][CH:7]=1.[O:9]=[C:10]1[CH2:15][C:14](=O)[CH2:13][CH2:12][NH:11]1>>[CH3:8][C:3]1[CH:4]=[CH:5][CH:6]=[CH:7][C:2]=1[NH:1][C:14]1[CH2:13][CH2:12][NH:11][C:10](=[O:9])[CH:15]=1. Reactants: NC=1C(=CC=CC1)C (o-toluidine), O=C1NCCC(C1)=O (2,4-dioxopiperidine). Yields the product CC1=C(C=CC=C1)NC1=CC(NCC1)=O (5,6-Dihydro-4-[(2-methylphenyl)amino]-2(1H)-pyridinone).